From a dataset of the Open Reaction Database (ORD), a public repository of structured organic reaction records. describe an organic reaction: reactants, conditions, products, and yield The reactants are [Cl-].[NH4+] (ammonium chloride), N1N=CC=C1 (pyrazole), C(C)(=O)OC1=CC=C(CBr)C=C1 (4-acetoxybenzyl bromide), C([O-])([O-])=O.[K+].[K+] (potassium carbonate), CN(C=O)C (N,N-dimethylformamide). Conditions: temperature 100 celsius, time 3 hour. The product is COC(NCCOC1=CC=C(C=C1)CN1N=CC=C1)=O (2-[4-(1-pyrazolyl)methylphenoxy]ethylcarbamic acid methyl ester). Reaction SMILES: [NH:1]1[CH:5]=[CH:4][CH:3]=[N:2]1.[C:6]([O:9][C:10]1[CH:17]=[CH:16][C:13]([CH2:14]Br)=[CH:12][CH:11]=1)(=O)[CH3:7].[C:18](=O)([O-])[O-:19].[K+].[K+].[Cl-].[NH4+].C[N:27](C)[CH:28]=[O:29]>>[CH3:18][O:19][C:28](=[O:29])[NH:27][CH2:7][CH2:6][O:9][C:10]1[CH:17]=[CH:16][C:13]([CH2:14][N:1]2[CH:5]=[CH:4][CH:3]=[N:2]2)=[CH:12][CH:11]=1 |f:2.3.4,5.6|. Reported procedure: 4-(1-Pyrazolyl)methylphenol [this was obtained in the following manner: A mixture of pyrazole (351 mg), 4-acetoxybenzyl bromide (1 g), anhydrous potassium carbonate (1.30 g) and anhydrous N,N-dimethylformamide (30 ml) was heated at 100° C. under stirring for 3 hours. The reaction mixture was then poured into ice-cooled saturated aqueous ammonium chloride solution (200 ml), which was extracted twice with ethyl acetate (50 ml). The organic layers were combined, washed with saturated sodium chlorid...